From a dataset of the Open Reaction Database (ORD), a public repository of structured organic reaction records. describe an organic reaction: reactants, conditions, products, and yield Reactants: CCOC(=O)N=NC(=O)OCC, C1CCOC1, COC(=O)CC1CC(O)CN1C(=O)OC(C)(C)C, c1ccc(P(c2ccccc2)c2ccccc2)cc1, [N-]=[N+]=NP(=O)(c1ccccc1)c1ccccc1. The product is COC(=O)CC1CC(N=[N+]=[N-])CN1C(=O)OC(C)(C)C. RXN SMILES: [O:38]=[C:39]([O:40][CH2:41][CH3:42])[N:43]=[N:44][C:45]([O:46][CH2:47][CH3:48])=[O:49].[O:67]1[CH2:68][CH2:69][CH2:70][CH2:71]1.[OH:1][CH:2]1[CH2:3][CH:4]([CH2:14][C:15](=[O:16])[O:17][CH3:18])[N:5]([C:7](=[O:8])[O:9][C:10]([CH3:11])([CH3:12])[CH3:13])[CH2:6]1.[c:19]1([P:20]([c:21]2[cH:22][cH:23][cH:24][cH:25][cH:26]2)[c:27]2[cH:28][cH:29][cH:30][cH:31][cH:32]2)[cH:33][cH:34][cH:35][cH:36][cH:37]1.[c:50]1([P:51]([c:52]2[cH:53][cH:54][cH:55][cH:56][cH:57]2)(=[O:58])[N:64]=[N+:65]=[N-:66])[cH:59][cH:60][cH:61][cH:62][cH:63]1>>[CH:2]1([N:64]=[N+:65]=[N-:66])[CH2:3][CH:4]([CH2:14][C:15](=[O:16])[O:17][CH3:18])[N:5]([C:7](=[O:8])[O:9][C:10]([CH3:11])([CH3:12])[CH3:13])[CH2:6]1. RXN SMILES: [CH2:1]([NH:8][C:9]1[C:18]2[C:13](=[CH:14][CH:15]=[C:16]([O:19][CH3:20])[N:17]=2)[N:12]=[CH:11][C:10]=1Br)[C:2]1[CH:7]=[CH:6][CH:5]=[CH:4][CH:3]=1.C(C1C=C(C(C)C)C(C2C(C)=C(C)C(C)=C(C)C=2P(C)C)=C(C)C=1)(C)C.[OH-:48].[K+].ClCCl>O1CCOCC1.O.C1C=CC(/C=C/C(/C=C/C2C=CC=CC=2)=O)=CC=1.C1C=CC(/C=C/C(/C=C/C2C=CC=CC=2)=O)=CC=1.C1C=CC(/C=C/C(/C=C/C2C=CC=CC=2)=O)=CC=1.[Pd].[Pd].CO>[CH2:1]([NH:8][C:9]1[C:18]2[C:13](=[CH:14][CH:15]=[C:16]([O:19][CH3:20])[N:17]=2)[N:12]=[CH:11][C:10]=1[OH:48])[C:2]1[CH:7]=[CH:6][CH:5]=[CH:4][CH:3]=1 |f:2.3,7.8.9.10.11|. Run in O (water), O1CCOCC1 (dioxane), O (water), CO (methanol). Reagents/catalysts: C=1C=CC(=CC1)/C=C/C(=O)/C=C/C2=CC=CC=C2.C=1C=CC(=CC1)/C=C/C(=O)/C=C/C2=CC=CC=C2.C=1C=CC(=CC1)/C=C/C(=O)/C=C/C2=CC=CC=C2.[Pd].[Pd] (Tris(dibenzylideneacetone)dipalladium(0)). Reaction conditions: time 10 minute. Reported procedure: Tris(dibenzylideneacetone)dipalladium(0) (10 mg, 0.011 mmol, 0.04 eq) is added at room temperature to a stirred solution of benzyl-(3-bromo-6-methoxy-[1,5]naphthyridin-4-yl)-amine (100 mg, 0.29 mmol, 1.0 eq) in dioxane (6 mL) and water (3 mL), followed by (4′,6′-diisopropyl-3,4,5,6,2′-pentamethyl-biphenyl-2-yl)-dimethyl-phosphane (8 mg, 0.016 mmol, 0.06 eq). After 10 minutes stirring at room temperature, a solution of potassium hydroxide (82 mg, 1.46 mmol, 5.0 eq) in water (3 mL) is added and th... Isolated yield 36.8%. The reactants are [OH-].[K+] (potassium hydroxide), C(C1=CC=CC=C1)NC1=C(C=NC2=CC=C(N=C12)OC)Br (benzyl-(3-bromo-6-methoxy-[1,5]naphthyridin-4-yl)-amine), C(C)(C)C1=CC(=C(C(=C1)C(C)C)C1=C(C(=C(C(=C1C)C)C)C)P(C)C)C ((4′,6′-diisopropyl-3,4,5,6,2′-pentamethyl-biphenyl-2-yl)-dimethyl-phosphane), ClCCl (dichloromethane). Product: C(C1=CC=CC=C1)NC1=C(C=NC2=CC=C(N=C12)OC)O (4-benzylamino-6-methoxy-[1,5]naphthyridin-3-ol). The reactants are CCOC(C)=O, Cl, [Na+], [OH-], CS(=O)(=O)Nc1cc2oc(O)c([N+](=O)[O-])c(=O)c2cc1Oc1ccccc1. Yields the product CS(=O)(=O)Nc1cc2occ([N+](=O)[O-])c(=O)c2cc1Oc1ccccc1. RXN SMILES: [CH3:31][CH2:32][O:33][C:34](=[O:35])[CH3:36].[ClH:30].[Na+:29].[OH-:28].[OH:1][c:2]1[o:3][c:4]2[c:5]([c:6](=[O:11])[c:7]1[N+:8](=[O:9])[O-:10])[cH:12][c:13]([O:21][c:22]1[cH:23][cH:24][cH:25][cH:26][cH:27]1)[c:14]([NH:16][S:17](=[O:18])(=[O:19])[CH3:20])[cH:15]2>>[cH:2]1[o:3][c:4]2[c:5]([c:6](=[O:11])[c:7]1[N+:8](=[O:9])[O-:10])[cH:12][c:13]([O:21][c:22]1[cH:23][cH:24][cH:25][cH:26][cH:27]1)[c:14]([NH:16][S:17](=[O:18])(=[O:19])[CH3:20])[cH:15]2. Starting materials: COC=1C=C2C=CC(=CC2=CC1OC)S(=O)(=O)N[C@@H](CCCNC(N)=N)C(=O)N1CC2=CC=CC=C2CC1C(=O)OC (methyl 2-[N2 -(6,7-dimethoxy-2-naphthalenesulfonyl)-L-arginyl]-1,2,3,4-tetrahydroisoquinoline-3-carboxylate). The solvent is CO (methanol), [OH-].[Na+] (NaOH). Conditions: time 15 hour. Yields the product COC=1C=C2C=CC(=CC2=CC1OC)S(=O)(=O)N[C@@H](CCCNC(N)=N)C(=O)N1CC2=CC=CC=C2CC1C(=O)O (2-[N2 -(6,7-dimethoxy-2-naphthalenesulfonyl)-L-arginyl]-1,2,3,4-tetrahydroisoquinoline-3-carboxylic acid). Isolated yield 54.6%. Reaction SMILES: [CH3:1][O:2][C:3]1[CH:4]=[C:5]2[C:10](=[CH:11][C:12]=1[O:13][CH3:14])[CH:9]=[C:8]([S:15]([NH:18][C@H:19]([C:27]([N:29]1[CH:38]([C:39]([O:41]C)=[O:40])[CH2:37][C:36]3[C:31](=[CH:32][CH:33]=[CH:34][CH:35]=3)[CH2:30]1)=[O:28])[CH2:20][CH2:21][CH2:22][NH:23][C:24](=[NH:26])[NH2:25])(=[O:17])=[O:16])[CH:7]=[CH:6]2>CO.[OH-].[Na+]>[CH3:1][O:2][C:3]1[CH:4]=[C:5]2[C:10](=[CH:11][C:12]=1[O:13][CH3:14])[CH:9]=[C:8]([S:15]([NH:18][C@H:19]([C:27]([N:29]1[CH:38]([C:39]([OH:41])=[O:40])[CH2:37][C:36]3[C:31](=[CH:32][CH:33]=[CH:34][CH:35]=3)[CH2:30]1)=[O:28])[CH2:20][CH2:21][CH2:22][NH:23][C:24](=[NH:25])[NH2:26])(=[O:16])=[O:17])[CH:7]=[CH:6]2 |f:2.3|. Reported procedure: A solution of 3 g of methyl 2-[N2 -(6,7-dimethoxy-2-naphthalenesulfonyl)-L-arginyl]-1,2,3,4-tetrahydroisoquinoline-3-carboxylate in 15 ml of methanol and 5 ml of 2N NaOH solution was warmed to 50° C and held at that temperature for 15 hours. At the end of this period, the reaction mixture was concentrated and chromatographed on 200 ml of Daiaion® SK 102 ion exchange resin (200-300 mesh, H+ form, manufactured by Mitsubishi Chemical Industries Limited) packed in water, washed with ethanol-water (1... The reactants are COC(C1=C(C=C(C(=C1)F)F)Cl)=O (2-Chloro-4,5-difluoro-benzoic acid methyl ester), Cl.CNC (dimethylamine hydrochloride), C([O-])([O-])=O.[K+].[K+] (potassium carbonate). Solvent: CS(=O)C (dimethylsulphoxid). Run at temperature 60 celsius, time 24 hour. Yields the product COC(C1=C(C=C(C(=C1)F)N(C)C)Cl)=O (2-Chloro-4-dimethylamino-5-fluoro-benzoic acid methyl ester). The yield is 89.5%. Reaction SMILES: [CH3:1][O:2][C:3](=[O:13])[C:4]1[CH:9]=[C:8]([F:10])[C:7](F)=[CH:6][C:5]=1[Cl:12].Cl.[CH3:15][NH:16][CH3:17].C(=O)([O-])[O-].[K+].[K+]>CS(C)=O>[CH3:1][O:2][C:3](=[O:13])[C:4]1[CH:9]=[C:8]([F:10])[C:7]([N:16]([CH3:17])[CH3:15])=[CH:6][C:5]=1[Cl:12] |f:1.2,3.4.5|. Procedure details: To a stirred solution of 23.1 g (112 mmol) 22a and 231 ml dimethylsulphoxid were added 10.0 g (123 mmol) dimethylamine hydrochloride and 32.4 g (234 mmol) potassium carbonate. The reaction mixture was stirred for 24 h at 60° C. in an autoclave and was reduced with high vacuum rotation evaporator at 65° C. The residue was diluted with dichloromethane, washed twice with water. The combined water phases were extracted with dichloromethane. The combined dichloromethane phases were washed with dilute... The reactants are CCOC(=O)C (EtOAc), resultant solution, CC(C)C[AlH]CC(C)C (DIBAL), COC(=O)[C@@H]1CCCOC=2C=CC(C[C@@H](C(N[C@H](C(N1)=O)C(C)C)=O)NS(=O)(=O)C1=CC=C(C=C1)F)=CC2 ((6S,9S,12S)-12-(4-Fluoro-benzenesulfonylamino)-9-isopropyl-8,11-dioxo-2-oxa-7,10-diaza-bicyclo[12.2.2]octadeca-1(17),14(18),15-triene-6-carboxylic acid methyl ester). The solvent is C(Cl)Cl (DCM). Reaction conditions: temperature -78 celsius, time 2 hour. The product is FC1=CC=C(C=C1)S(=O)(=O)N[C@@H]1C(N[C@H](C(N[C@@H](CCCOC=2C=CC(C1)=CC2)C=O)=O)C(C)C)=O (4-Fluoro-N-((6S,9S,12S)-6-formyl-9-isopropyl-8,11-dioxo-2-oxa-7,10-diaza-bicyclo[12.2.2]octadeca-1(17),14(18),15-trien-12-yl)-benzenesulfonamide). RXN SMILES: C[O:2][C:3]([C@H:5]1[NH:20][C:19](=[O:21])[C@H:18]([CH:22]([CH3:24])[CH3:23])[NH:17][C:16](=[O:25])[C@@H:15]([NH:26][S:27]([C:30]2[CH:35]=[CH:34][C:33]([F:36])=[CH:32][CH:31]=2)(=[O:29])=[O:28])[CH2:14][C:13]2=[CH:37][CH:38]=[C:10]([CH:11]=[CH:12]2)[O:9][CH2:8][CH2:7][CH2:6]1)=O.CC(C[AlH]CC(C)C)C.CCOC(C)=O>C(Cl)Cl>[F:36][C:33]1[CH:34]=[CH:35][C:30]([S:27]([NH:26][C@H:15]2[CH2:14][C:13]3=[CH:12][CH:11]=[C:10]([CH:38]=[CH:37]3)[O:9][CH2:8][CH2:7][CH2:6][C@@H:5]([CH:3]=[O:2])[NH:20][C:19](=[O:21])[C@H:18]([CH:22]([CH3:23])[CH3:24])[NH:17][C:16]2=[O:25])(=[O:28])=[O:29])=[CH:31][CH:32]=1. Reported procedure: Ester 68 (39 mg) was dissolved in DCM (6 mL) under an atmosphere of argon. The reaction was cooled to −78° C. To the resultant solution DIBAL (0.39 mL) was added dropwise. This was stirred for 2 h before being allowed to warm to rt overnight. The reaction mixture was partitioned between EtOAc and 1M hydrochloric acid. The aqueous phase was extracted again with EtOAc and the combined organic extracts were dried (MgSO4), filtered and concentrated in vacuo. Purification was achieved using flash chr... Solvent: CC(C)(C)O (2-methyl-2-propanol). Procedure details: The mixture of 3-[1-(ethylsulfonyl)-4-piperidinyl]-5-(2-fluorophenyl)-1H-indazole-7-carbonitrile (Intermediate 12) (0.102 mmols) and potassium hydroxide (26 mg, 0.51 mmol) in 2-methyl-2-propanol (4 mL) was heated overnight. The reaction mixture was concentrated. The residue was purified by using a Gilson semi-preparative HPLC system, eluting with 10% B to 80% B, where A=H2O (0.1% trifluoroacetic acid) and B=CH3CN (0.1% trifluoroacetic acid) pumped at 25 mL/min to afford the title compound (11 mg... Yields the product C(C)S(=O)(=O)N1CCC(CC1)C1=NNC2=C(C=C(C=C12)C1=C(C=CC=C1)F)C(=O)N (3-[1-(ethylsulfonyl)-4-piperidinyl]-5-(2-fluorophenyl)-1H-indazole-7-carboxamide). Yield: 25.1%. Starting materials: C(C)S(=O)(=O)N1CCC(CC1)C1=NNC2=C(C=C(C=C12)C1=C(C=CC=C1)F)C#N (3-[1-(ethylsulfonyl)-4-piperidinyl]-5-(2-fluorophenyl)-1H-indazole-7-carbonitrile), C(C)S(=O)(=O)N1CCC(CC1)C1=NNC2=C(C=C(C=C12)C1=C(C=CC=C1)F)C#N (3-[1-(ethylsulfonyl)-4-piperidinyl]-5-(2-fluorophenyl)-1H-indazole-7-carbonitrile), [OH-].[K+] (potassium hydroxide). Reaction SMILES: [CH2:1]([S:3]([N:6]1[CH2:11][CH2:10][CH:9]([C:12]2[C:20]3[C:15](=[C:16]([C:28]#[N:29])[CH:17]=[C:18]([C:21]4[CH:26]=[CH:25][CH:24]=[CH:23][C:22]=4[F:27])[CH:19]=3)[NH:14][N:13]=2)[CH2:8][CH2:7]1)(=[O:5])=[O:4])[CH3:2].[OH-:30].[K+]>CC(O)(C)C>[CH2:1]([S:3]([N:6]1[CH2:11][CH2:10][CH:9]([C:12]2[C:20]3[C:15](=[C:16]([C:28]([NH2:29])=[O:30])[CH:17]=[C:18]([C:21]4[CH:26]=[CH:25][CH:24]=[CH:23][C:22]=4[F:27])[CH:19]=3)[NH:14][N:13]=2)[CH2:8][CH2:7]1)(=[O:5])=[O:4])[CH3:2] |f:1.2|. Yields the product Cc1cc(-c2ccc(C(F)(F)F)cc2)sc1C(Nc1ccc(C(=O)O)cc1)C1CCCCC1. RXN SMILES: [CH3:39][OH:40].[CH:1]1([CH:7]([c:8]2[s:9][c:10](-[c:14]3[cH:15][cH:16][c:17]([C:20]([F:21])([F:22])[F:23])[cH:18][cH:19]3)[cH:11][c:12]2[CH3:13])[NH:24][c:25]2[cH:26][cH:27][c:28]([C:29](=[O:30])[O:31][CH3:32])[cH:33][cH:34]2)[CH2:2][CH2:3][CH2:4][CH2:5][CH2:6]1.[ClH:38].[Li+:35].[O:41]1[CH2:42][CH2:43][CH2:44][CH2:45]1.[OH-:36].[OH2:37]>>[CH:1]1([CH:7]([c:8]2[s:9][c:10](-[c:14]3[cH:15][cH:16][c:17]([C:20]([F:21])([F:22])[F:23])[cH:18][cH:19]3)[cH:11][c:12]2[CH3:13])[NH:24][c:25]2[cH:26][cH:27][c:28]([C:29](=[O:30])[OH:31])[cH:33][cH:34]2)[CH2:2][CH2:3][CH2:4][CH2:5][CH2:6]1. The reactants are CO, COC(=O)c1ccc(NC(c2sc(-c3ccc(C(F)(F)F)cc3)cc2C)C2CCCCC2)cc1, Cl, [Li+], C1CCOC1, [OH-], O.